From a dataset of the Open Reaction Database (ORD), a public repository of structured organic reaction records. describe an organic reaction: reactants, conditions, products, and yield Reactants: C(CCC)C=1N(C(=C(N1)SCC)C(=O)OCC)CC1=CC=C(C=C1)C1=C(C=CC=C1)C(=O)OC (Ethyl 2-butyl-4-(ethylthio)-1-[[2'-(methoxycarbonyl)-(1,1'-biphenyl)-4-yl]-methyl]-1H-imidazole-5-carboxylate), C(Cl)Cl (methylene chloride), ClC1=CC(=CC=C1)C(=O)OO (meta chloroperbenzoic acid). The solvent is O (water). Yields the product C(CCC)C=1N(C(=C(N1)S(=O)CC)C(=O)OCC)CC1=CC=C(C=C1)C1=C(C=CC=C1)C(=O)OC (Ethyl 2-butyl-4-(ethylsulphinyl)-1-[[2'-(methoxycarbonyl)-(1,1'-biphenyl)-4-yl]-methyl]-1H-imidazole-5-carboxylate). The yield is 77.4%. As a reaction SMILES: [CH2:1]([C:5]1[N:6]([CH2:18][C:19]2[CH:24]=[CH:23][C:22]([C:25]3[CH:30]=[CH:29][CH:28]=[CH:27][C:26]=3[C:31]([O:33][CH3:34])=[O:32])=[CH:21][CH:20]=2)[C:7]([C:13]([O:15][CH2:16][CH3:17])=[O:14])=[C:8]([S:10][CH2:11][CH3:12])[N:9]=1)[CH2:2][CH2:3][CH3:4].C(Cl)Cl.ClC1C=CC=C(C(OO)=[O:46])C=1>O>[CH2:1]([C:5]1[N:6]([CH2:18][C:19]2[CH:20]=[CH:21][C:22]([C:25]3[CH:30]=[CH:29][CH:28]=[CH:27][C:26]=3[C:31]([O:33][CH3:34])=[O:32])=[CH:23][CH:24]=2)[C:7]([C:13]([O:15][CH2:16][CH3:17])=[O:14])=[C:8]([S:10]([CH2:11][CH3:12])=[O:46])[N:9]=1)[CH2:2][CH2:3][CH3:4]. Reported procedure: 500 mg of product obtained in Example 5 with 5 cm3 of methylene chloride and 215 mg of meta chloroperbenzoic acid is agitated for 2 hours at ambient temperature. The mixture is poured into 50 cm3 of water, extracted 3 times with 50 cm3 of methylene chloride, the extracts are dried, filtered and brought to dryness under reduced pressure. The residue (675 mg) is chromatographed on silica (eluant: methylene chloride - acetone (6-4)). 400 mg of the desired product is obtained.